Dataset: the Open Reaction Database (ORD), a public repository of structured organic reaction records. Task: describe an organic reaction: reactants, conditions, products, and yield The reactants are C=1(C(=CC=CC1)O)C=1C(=CC=CC1)O (biphenyl-2,2′-diol), ClC(=O)OCC (ethyl chloroformate). Run in N1=CC=CC=C1 (pyridine). Reaction conditions: time 8 hour. Yields the product C(OC1=C(C=CC=C1)C1=C(C=CC=C1)OC(OCC)=O)(OCC)=O (biphenyl-2,2′-diyl diethyl dicarbonate). Reaction SMILES: [C:1]1([C:8]2[C:9]([OH:14])=[CH:10][CH:11]=[CH:12][CH:13]=2)[C:2]([OH:7])=[CH:3][CH:4]=[CH:5][CH:6]=1.Cl[C:16]([O:18][CH2:19][CH3:20])=[O:17]>N1C=CC=CC=1>[C:16](=[O:17])([O:18][CH2:19][CH3:20])[O:14][C:9]1[CH:10]=[CH:11][CH:12]=[CH:13][C:8]=1[C:1]1[CH:6]=[CH:5][CH:4]=[CH:3][C:2]=1[O:7][C:16](=[O:17])[O:18][CH2:19][CH3:20]. Procedure details: To a round-bottom flask is charged biphenyl-2,2′-diol (7.45 g, 40 mmol) and pyridine (50 mL). The flask is immersed in an ice-water bath and ethyl chloroformate (9.48 mL, 100 mmol) is added dropwise. After gradually warming to room temperature, the mixture is stirred overnight. The volatiles are removed in vacuo, and the residue is suspended in 100 mL of ethyl acetate. After filtration, the filtrate is concentrated and purified by flash chromatography. The product is obtained as a colorless oil.... Reactants: COC1=CC=C(C=C1)[C@H](CO)NC(OC(C)(C)C)=O (tert-butyl (1R)-1-(4-methoxyphenyl)-2-hydroxyethylcarbamate), [OH-].[Na+] (sodium hydroxide). The solvent is CO (methanol). Run at temperature 20 celsius, time 30 minute. Yields the product N[C@@H](CO)C1=CC=C(C=C1)OC ((2R)-2-amino-2-(4-methoxyphenyl)-1-ethanol). Yield: 75.3%. Reaction SMILES: [CH3:1][O:2][C:3]1[CH:8]=[CH:7][C:6]([C@@H:9]([NH:12]C(=O)OC(C)(C)C)[CH2:10][OH:11])=[CH:5][CH:4]=1.[OH-].[Na+]>CO>[NH2:12][C@H:9]([C:6]1[CH:7]=[CH:8][C:3]([O:2][CH3:1])=[CH:4][CH:5]=1)[CH2:10][OH:11] |f:1.2|. Procedure details: The process is performed under the conditions of Example 2, starting with 12.45 g of tert-butyl (1R)-1-(4-methoxyphenyl)-2-hydroxyethylcarbamate in 130 cm3 of 2.5N hydrochloric methanol, with stirring for 1 h 30 minutes at a temperature in the region of 20° C., and then for 30 minutes at a temperature in the region of 30° C. The reaction mass is evaporated under reduced pressure (5 kPa) at a temperature in the region of 40° C. 61 cm3 of aqueous 5% sodium hydrogen carbonate solution are added to ... The reactants are BrC=1C=C2C(CCNC2=NC1)OC1=CC(=CC=C1)Cl (6-Bromo-4-(3-chlorophenoxy)-1,2,3,4-tetrahydro-[1,8]naphthyridine), O1CCN(CC1)C1=CC=C(C=C1)B(O)O (4-morpholinophenylboronic acid). The solvent is C(C)(=O)OCC.CCCCCC (ethyl acetate hexane). Product: ClC=1C=C(OC2CCNC3=NC=C(C=C23)C2=CC=C(C=C2)N2CCOCC2)C=CC1 (4-(3-Chlorophenoxy)-6-(4-morpholin-4-yl-phenyl)-1,2,3,4-tetrahydro-[1,8]naphthyridine). Isolated yield 73.0%. As a reaction SMILES: Br[C:2]1[CH:3]=[C:4]2[C:9](=[N:10][CH:11]=1)[NH:8][CH2:7][CH2:6][CH:5]2[O:12][C:13]1[CH:18]=[CH:17][CH:16]=[C:15]([Cl:19])[CH:14]=1.[O:20]1[CH2:25][CH2:24][N:23]([C:26]2[CH:31]=[CH:30][C:29](B(O)O)=[CH:28][CH:27]=2)[CH2:22][CH2:21]1>C(OCC)(=O)C.CCCCCC>[Cl:19][C:15]1[CH:14]=[C:13]([CH:18]=[CH:17][CH:16]=1)[O:12][CH:5]1[C:4]2[C:9](=[N:10][CH:11]=[C:2]([C:29]3[CH:28]=[CH:27][C:26]([N:23]4[CH2:22][CH2:21][O:20][CH2:25][CH2:24]4)=[CH:31][CH:30]=3)[CH:3]=2)[NH:8][CH2:7][CH2:6]1 |f:2.3|. Reported procedure: 6-Bromo-4-(3-chlorophenoxy)-1,2,3,4-tetrahydro-[1,8]naphthyridine (20 mg) was reacted with 4-morpholinophenylboronic acid (20.7 mg) as in General Procedure 13. Silica gel chromatography using a gradient of 0-100% ethyl acetate/hexane as the eluting solvent gave the title compound as a yellow solid (73% yield). M.p. 124-126° C., LCMS: m/z=422.28 (M+H+), 1H-NMR (CDCl3, 400 MHz) δ 2.0-2.11 (m, 1H), 2.22-2.5 (m, 1H), 3.17 (t, J=4.7 Hz, 4H), 3.38-3.48 (m, 1H), 3.54-3.67 (m, 1H), 3.87 (t, J=4.7 Hz, 4H...